Dataset: the Open Reaction Database (ORD), a public repository of structured organic reaction records. Task: describe an organic reaction: reactants, conditions, products, and yield The reactants are C#CCN, Cc1onc(-c2ccccc2)c1-c1cn(-c2ccccc2C(=O)O)cn1. Yields the product C#CCNC(=O)c1ccccc1-n1cnc(-c2c(-c3ccccc3)noc2C)c1. Reaction SMILES: [CH2:1]([C:2]#[CH:3])[NH2:4].[CH3:5][c:6]1[c:7](-[c:17]2[n:18][cH:19][n:20](-[c:22]3[c:23]([C:24](=[O:25])[OH:26])[cH:27][cH:28][cH:29][cH:30]3)[cH:21]2)[c:8](-[c:11]2[cH:12][cH:13][cH:14][cH:15][cH:16]2)[n:9][o:10]1>>[CH2:1]([C:2]#[CH:3])[NH:4][C:24]([c:23]1[c:22](-[n:20]2[cH:19][n:18][c:17](-[c:7]3[c:6]([CH3:5])[o:10][n:9][c:8]3-[c:11]3[cH:12][cH:13][cH:14][cH:15][cH:16]3)[cH:21]2)[cH:30][cH:29][cH:28][cH:27]1)=[O:26]. Starting materials: C1COCCN1, CS(C)=O, N#Cc1ccc(F)cc1, O. The product is N#Cc1ccc(N2CCOCC2)cc1. RXN SMILES: [CH2:10]1[CH2:11][O:12][CH2:13][CH2:14][NH:15]1.[CH3:17][S:18]([CH3:19])=[O:20].[F:1][c:2]1[cH:3][cH:4][c:5]([C:6]#[N:7])[cH:8][cH:9]1.[OH2:16]>>[c:2]1([N:15]2[CH2:10][CH2:11][O:12][CH2:13][CH2:14]2)[cH:3][cH:4][c:5]([C:6]#[N:7])[cH:8][cH:9]1. The reactants are CS(=O)(=O)Cl (Methanesulphonyl chloride), OCCC1(C2=CC=CC=C2OC=2C=CC=CC12)CCO (9,9-bis(2'-hydroxyethyl)xanthene), Cl (hydrochloric acid), ice. The solvent is N1=CC=CC=C1 (pyridine). Reaction conditions: time 20 hour. Yields the product CS(=O)(=O)OCCC1(C2=CC=CC=C2OC=2C=CC=CC12)CCOS(=O)(=O)C (9,9-bis(2'-methanesulphonyloxyethyl)-xanthene). Reaction SMILES: [CH3:1][S:2](Cl)(=[O:4])=[O:3].[OH:6][CH2:7][CH2:8][C:9]1([CH2:23][CH2:24][OH:25])[C:22]2[CH:21]=[CH:20][CH:19]=[CH:18][C:17]=2[O:16][C:15]2[C:10]1=[CH:11][CH:12]=[CH:13][CH:14]=2.Cl>N1C=CC=CC=1>[CH3:1][S:2]([O:25][CH2:24][CH2:23][C:9]1([CH2:8][CH2:7][O:6][S:2]([CH3:1])(=[O:4])=[O:3])[C:10]2[CH:11]=[CH:12][CH:13]=[CH:14][C:15]=2[O:16][C:17]2[C:22]1=[CH:21][CH:20]=[CH:19][CH:18]=2)(=[O:4])=[O:3]. Procedure: A mixture of 9,9-bis(2'-vinyloxyethyl)xanthene (57 g.) (prepared as in Example 2), water (400 ml.) and concentrated hydrochloric acid (15 ml.) is heated on the steambath with vigorous stirring for 5 hours. The cooled mixture is extracted three times with ether and the combined extracts are dried over MgSO4 and evaporated to dryness. The solid residue is recrystallised from chloroform-light petroleum (b.p. 60°-80° C.) to give 9,9-bis(2'-hydroxyethyl)xanthene, m.p. 144°-145° C. Methanesulphonyl ch... The reactants are ( 200 ), C1(=CC=CC=C1)C1(C(NC(CC1)=O)=O)CCC(=O)O (3-phenyl-2,6-dioxopiperidine-3-propionic acid). Run in S(O)(O)(=O)=O (sulfuric acid). Reaction conditions: time 1.5 hour. Yields the product N1C(C2(CCC1=O)CCC(C1=CC=CC=C12)=O)=O (2,3-dihydrospiro-[naphthalene-1(4H), 3'-piperidine]-2',4,6'-trione). The yield is 82.4%. Reaction SMILES: [C:1]1([C:7]2([CH2:15][CH2:16][C:17]([OH:19])=O)[CH2:12][CH2:11][C:10](=[O:13])[NH:9][C:8]2=[O:14])[CH:6]=[CH:5][CH:4]=[CH:3][CH:2]=1>S(=O)(=O)(O)O>[NH:9]1[C:10](=[O:13])[CH2:11][CH2:12][C:7]2([C:1]3[C:2](=[CH:3][CH:4]=[CH:5][CH:6]=3)[C:17](=[O:19])[CH2:16][CH2:15]2)[C:8]1=[O:14]. Procedure details: Two hundred (200) grams (0.76 M) of 3-phenyl-2,6-dioxopiperidine-3-propionic acid, prepared by the method of Koelsch, J. Org. Chem., 25, 164 (1960), and 500 ml of concentrated sulfuric acid were heated on a steam bath with stirring for 1.5 hours. The mixture was cooled to room temperature and poured over crushed ice with stirring. The light tan colored precipitate which separated was water washed and filtered. This material was combined with a second crop which separated on standing and both wer... The reactants are C(C)OC(CCNC(=O)OCC1=CC=CC=C1)=O (3-Benzyloxycarbonylamino-propionic acid ethyl ester), [Li+].C[Si](C)(C)[N-][Si](C)(C)C (LiHMDS), C1(CCCC1)NC1=NC(=NC=C1C=O)SC (4-Cyclopentylamino-2-methylsulfanyl-pyrimidine-5-carbaldehyde). The solvent is O1CCCC1 (tetrahydrofuran), C(C)(=O)OCC (ethyl acetate), O (water). The product is C(C1=CC=CC=C1)OC(NCC1=CC2=C(N=C(N=C2)SC)N(C1=O)C1CCCC1)=O ((8-cyclopentyl-2-methylsulfanyl-7-oxo-7,8-dihydro-pyrido[2,3-d]pyrimidin-6-ylmethyl)-carbamic acid benzyl ester), solid. Isolated yield 29.6%. RXN SMILES: C(O[C:4](=[O:18])[CH2:5][CH2:6][NH:7][C:8]([O:10][CH2:11][C:12]1[CH:17]=[CH:16][CH:15]=[CH:14][CH:13]=1)=[O:9])C.[Li+].C[Si]([N-][Si](C)(C)C)(C)C.[CH:29]1([NH:34][C:35]2[C:40]([CH:41]=O)=[CH:39][N:38]=[C:37]([S:43][CH3:44])[N:36]=2)[CH2:33][CH2:32][CH2:31][CH2:30]1>O1CCCC1.C(OCC)(=O)C.O>[CH2:11]([O:10][C:8](=[O:9])[NH:7][CH2:6][C:5]1[C:4](=[O:18])[N:34]([CH:29]2[CH2:33][CH2:32][CH2:31][CH2:30]2)[C:35]2[N:36]=[C:37]([S:43][CH3:44])[N:38]=[CH:39][C:40]=2[CH:41]=1)[C:12]1[CH:13]=[CH:14][CH:15]=[CH:16][CH:17]=1 |f:1.2|. Reported procedure: 3-Benzyloxycarbonylamino-propionic acid ethyl ester (6.68 g, 26.58 mmol) was dissolved in tetrahydrofuran (40 mL) to which LiHMDS (28 mL, 28 mmol, 1.0 M in THF) was slowly added. 4-Cyclopentylamino-2-methylsulfanyl-pyrimidine-5-carbaldehyde (3.15 g, 13.29 mmol) was then added neat and the reaction mixture was brought to reflux for 7 hours. The reaction mixture was diluted with ethyl acetate and water, the layers separated, the organic layer dried over MgSO4 and the solvent evaporated to give a c... RXN SMILES: CC(C)(C)C(OC[N:7]1[CH:11]=[CH:10][C:9]([C:12]2[CH:13]=[C:14]([C:18]3[CH:23]=[CH:22][C:21]([CH:24]=[O:25])=[CH:20][CH:19]=3)[CH:15]=[CH:16][CH:17]=2)=[N:8]1)=O.[OH-].[Na+].CC(O)=O>C1COCC1.CO>[NH:7]1[CH:11]=[CH:10][C:9]([C:12]2[CH:13]=[C:14]([C:18]3[CH:23]=[CH:22][C:21]([CH:24]=[O:25])=[CH:20][CH:19]=3)[CH:15]=[CH:16][CH:17]=2)=[N:8]1 |f:1.2,4.5|. Reactants: CC(C(=O)OCN1N=C(C=C1)C=1C=C(C=CC1)C1=CC=C(C=C1)C=O)(C)C ([3-(4′-formyl-3-biphenylyl)-1H-pyrazol-1-yl]methyl 2,2-dimethyl-propanoate), [OH-].[Na+] (NaOH), solution, CC(=O)O (HOAc). Run in C1CCOC1.CO (THF MeOH). Reported procedure: To a solution of [3-(4′-formyl-3-biphenylyl)-1H-pyrazol-1-yl]methyl 2,2-dimethyl-propanoate (0.162 g; 0.45 mmol) in 1:1 THF/MeOH (5 mL total vol) at room temperature was added NaOH (1.1 mL of a 1.0M solution; 1.1 mmol). After 30 min, HOAc (0.08 mL; 1.4 mmol) was added and the mixture was concentrated in vacuo. The residue was partitioned between EtOAc/water, layers were separated, the organic layer was washed (satd NaHCO3, brine), dried over Na2SO4 and concentrated in vacuo. The residue was redi... Run at time 30 minute. Yields the product N1N=C(C=C1)C=1C=C(C=CC1)C1=CC=C(C=C1)C=O (3′-(1H-pyrazol-3-yl)-4-biphenylcarbaldehyde). The reactants are BrC1=NC=C(C(=C1)NC(=O)C=1N(N=C(C1)C(C)(C)C)C)[N+](=O)[O-] (5-tert-butyl-2-methyl-2H-pyrazole-3-carboxylic acid (2-bromo-5-nitro-pyridin-4-yl)-amide), CCOC(=O)C (EtOAc), C(=O)(O)[O-].[Na+] (NaHCO3). Reagents/catalysts: [Fe] (Fe). Run in C(C)(=O)O (acetic acid). Run at temperature 110 celsius, time 1 hour. Yields the product BrC1=CC2=C(C=N1)NC(=N2)C=2N(N=C(C2)C(C)(C)C)C (6-bromo-2-(5-tert-butyl-2-methyl-2H-pyrazol-3-yl)-3H-imidazo[4,5-c]pyridine). RXN SMILES: [Br:1][C:2]1[CH:7]=[C:6]([NH:8][C:9]([C:11]2[N:12]([CH3:20])[N:13]=[C:14]([C:16]([CH3:19])([CH3:18])[CH3:17])[CH:15]=2)=O)[C:5]([N+:21]([O-])=O)=[CH:4][N:3]=1.CCOC(C)=O.C([O-])(O)=O.[Na+]>C(O)(=O)C.[Fe]>[Br:1][C:2]1[N:3]=[CH:4][C:5]2[NH:21][C:9]([C:11]3[N:12]([CH3:20])[N:13]=[C:14]([C:16]([CH3:19])([CH3:18])[CH3:17])[CH:15]=3)=[N:8][C:6]=2[CH:7]=1 |f:2.3|. Reported procedure: A solution of 5-tert-butyl-2-methyl-2H-pyrazole-3-carboxylic acid (2-bromo-5-nitro-pyridin-4-yl)-amide (79.8 mg, 0.183 mmol, prepared as described in the previous step) in acetic acid (1 mL) was treated with Fe powder (102 mg, 1.82 mmol). The resulting mixture was stirred at 110° C. for 1 h, cooled to room temperature, and treated with EtOAc (10 mL) and saturated NaHCO3 (10 mL). The organic layer was separated, washed with saturated NaHCO3 (10 mL), H2O (10 mL), concentrated, and the resulting re...